This data is from the Open Reaction Database (ORD), a public repository of structured organic reaction records. The task is: describe an organic reaction: reactants, conditions, products, and yield Reactants: hydrochloride salt, CC1(C2CNCC12)C=1C=C(C=CC1)NS(=O)(=O)C (N-[3-(6-methyl-3-azabicyclo[3.1.0]hex-6-yl)phenyl]methanesulfonamide), C(O)([O-])=O.[Na+] (sodium hydrogen carbonate), ClCC(=O)NC1CCCCC1 (2-chloro-N-cyclohexylacetamide), [I-].[Na+] (sodium iodide). Run in O (water), C(C)OCC (diethyl ether), CN(C=O)C (N,N-dimethylformamide). Conditions: temperature 50 celsius, time 5 minute. The product is N (ammonia), C1(CCCCC1)NC(CN1CC2C(C2C1)(C1=CC(=CC=C1)NS(=O)(=O)C)C)=O (N-cyclohexyl-2-(6-methyl-6-{3-[(methylsufonyl)amino]phenyl}-3-azabicyclo[3.1.0]hex-3-yl)acetamide). Yield: 57.1%. As a reaction SMILES: [CH3:1][C:2]1([C:8]2[CH:9]=[C:10]([NH:14][S:15]([CH3:18])(=[O:17])=[O:16])[CH:11]=[CH:12][CH:13]=2)[CH:7]2[CH:3]1[CH2:4][NH:5][CH2:6]2.C(=O)([O-])O.[Na+].Cl[CH2:25][C:26]([NH:28][CH:29]1[CH2:34][CH2:33][CH2:32][CH2:31][CH2:30]1)=[O:27].[I-].[Na+]>CN(C)C=O.O.C(OCC)C>[NH3:5].[CH:29]1([NH:28][C:26](=[O:27])[CH2:25][N:5]2[CH2:6][CH:7]3[CH:3]([C:2]3([CH3:1])[C:8]3[CH:13]=[CH:12][CH:11]=[C:10]([NH:14][S:15]([CH3:18])(=[O:17])=[O:16])[CH:9]=3)[CH2:4]2)[CH2:34][CH2:33][CH2:32][CH2:31][CH2:30]1 |f:1.2,4.5|. Reported procedure: To a solution of the hydrochloride salt of N-[3-(6-methyl-3-azabicyclo[3.1.0]hex-6-yl)phenyl]methanesulfonamide (Preparation 53, 57 mg, 0.19 mmol) in N,N-dimethylformamide (2 ml) was added sodium hydrogen carbonate (630 mg, 7.52 mmol), 2-chloro-N-cyclohexylacetamide (36 mg, 0.2 mmol) and sodium iodide (catalytic) and the reaction was heated at 50° C. for 20 h. After cooling diethyl ether (5 ml) and water (7 ml) were added and the reaction mixture was stirred vigorously for 5 min. The phases were...